This data is from the Open Reaction Database (ORD), a public repository of structured organic reaction records. The task is: describe an organic reaction: reactants, conditions, products, and yield Procedure details: The title compound was prepared with 2-amino-2-(2-chlorophenyl)ethanol and 3-(4-isothiocyanatophenyl)-1-(4-(trifluoromethyl)phenyl)-1H-1,2,4-triazole and isolated as a white solid (1.48 g, quantitative): 1H NMR (300 MHz, CDCl3) δ 8.07 (s, 1H), 7.77-7.55 (m, 2H), 7.41-7.23 (m, 3H), 7.21 (d, J=8.5 Hz, 2H), 6.81 (dd, J=8.7, 2.6 Hz, 2H), 6.65 (d, J=6.8 Hz, 6H), 5.40 (s, 1H), 3.39 (qd, J=11.6, 4.9 Hz, 2H); ESIMS m/z 518 ([M+H]+). Yields the product ClC1=C(C=CC=C1)C(CO)NC(=S)NC1=CC=C(C=C1)C1=NN(C=N1)C1=CC=C(C=C1)C(F)(F)F (1-(1-(2-Chlorophenyl)-2-hydroxyethyl)-3-(4-(1-(4-(trifluoromethyl)phenyl)-1H-1,2,4-triazol-3-yl)phenyl)thiourea). RXN SMILES: [NH2:1][CH:2]([C:5]1[CH:10]=[CH:9][CH:8]=[CH:7][C:6]=1[Cl:11])[CH2:3][OH:4].[N:12]([C:15]1[CH:20]=[CH:19][C:18]([C:21]2[N:25]=[CH:24][N:23]([C:26]3[CH:31]=[CH:30][C:29]([C:32]([F:35])([F:34])[F:33])=[CH:28][CH:27]=3)[N:22]=2)=[CH:17][CH:16]=1)=[C:13]=[S:14]>>[Cl:11][C:6]1[CH:7]=[CH:8][CH:9]=[CH:10][C:5]=1[CH:2]([NH:1][C:13]([NH:12][C:15]1[CH:20]=[CH:19][C:18]([C:21]2[N:25]=[CH:24][N:23]([C:26]3[CH:31]=[CH:30][C:29]([C:32]([F:35])([F:33])[F:34])=[CH:28][CH:27]=3)[N:22]=2)=[CH:17][CH:16]=1)=[S:14])[CH2:3][OH:4]. Starting materials: NC(CO)C1=C(C=CC=C1)Cl (2-amino-2-(2-chlorophenyl)ethanol), N(=C=S)C1=CC=C(C=C1)C1=NN(C=N1)C1=CC=C(C=C1)C(F)(F)F (3-(4-isothiocyanatophenyl)-1-(4-(trifluoromethyl)phenyl)-1H-1,2,4-triazole). The reactants are COC1=C(C(=C(C(=C1CC=C(CCl)C)C)OC)OC)OC (1,2,3,4-tetramethoxy-5-methyl-6-(4-chloro-3-methyl-2-butenyl)benzene), COC(=O)/C=C/C=1C=CC(=CC1)O (methyl p-hydroxycinnamate). Product: COC1=C(C(=C(C(=C1OC)OC)OC)C)CC=C(COC1=CC=C(C=CC(=O)OC)C=C1)C (methyl 4-[4-(2,3,4,5-tetramethoxy-6-methylphenyl)-2-methyl-2-butenyloxy]cinnamate), COC1=C(C(=C(C(=C1OC)OC)OC)C)CC=C(COC1=CC=C(C=CC(=O)O)C=C1)C (4-[4-(2,3,4,5-tetramethoxy-6-methylphenyl)-2-methyl-2-butenyloxy]-cinnamic acid). RXN SMILES: [CH3:1][O:2][C:3]1[C:8]([CH2:9][CH:10]=[C:11]([CH3:14])[CH2:12]Cl)=[C:7]([CH3:15])[C:6]([O:16][CH3:17])=[C:5]([O:18][CH3:19])[C:4]=1[O:20][CH3:21].[CH3:22][O:23][C:24](/[CH:26]=[CH:27]/[C:28]1[CH:29]=[CH:30][C:31]([OH:34])=[CH:32][CH:33]=1)=[O:25]>>[CH3:1][O:2][C:3]1[C:4]([O:20][CH3:21])=[C:5]([O:18][CH3:19])[C:6]([O:16][CH3:17])=[C:7]([CH3:15])[C:8]=1[CH2:9][CH:10]=[C:11]([CH3:14])[CH2:12][O:34][C:31]1[CH:30]=[CH:29][C:28]([CH:27]=[CH:26][C:24]([O:23][CH3:22])=[O:25])=[CH:33][CH:32]=1.[CH3:1][O:2][C:3]1[C:4]([O:20][CH3:21])=[C:5]([O:18][CH3:19])[C:6]([O:16][CH3:17])=[C:7]([CH3:15])[C:8]=1[CH2:9][CH:10]=[C:11]([CH3:14])[CH2:12][O:34][C:31]1[CH:30]=[CH:29][C:28]([CH:27]=[CH:26][C:24]([OH:25])=[O:23])=[CH:33][CH:32]=1. Procedure details: Using 1,2,3,4-tetramethoxy-5-methyl-6-(4-chloro-3-methyl-2-butenyl)benzene and methyl p-hydroxycinnamate and following the procedure described above, there were obtained methyl 4-[4-(2,3,4,5-tetramethoxy-6-methylphenyl)-2-methyl-2-butenyloxy]cinnamate (Compound 11) and 4-[4-(2,3,4,5-tetramethoxy-6-methylphenyl)-2-methyl-2-butenyloxy]-cinnamic acid (Compound 12).